This data is from the Open Reaction Database (ORD), a public repository of structured organic reaction records. The task is: describe an organic reaction: reactants, conditions, products, and yield Starting materials: C1CCOC1, CC(F)(F)F, CC(C)(C)OC(=O)N1CCNCC1, O=S(=O)(Cl)Cl. The product is CC(C)(C)OC(=O)N1CCN(S(=O)(=O)CC(F)(F)F)CC1. RXN SMILES: [CH2:24]1[O:25][CH2:26][CH2:27][CH2:28]1.[F:19][C:20]([CH3:21])([F:22])[F:23].[N:1]1([C:7](=[O:8])[O:9][C:10]([CH3:11])([CH3:12])[CH3:13])[CH2:2][CH2:3][NH:4][CH2:5][CH2:6]1.[S:14](=[O:15])(=[O:16])([Cl:17])[Cl:18]>>[N:1]1([C:7](=[O:8])[O:9][C:10]([CH3:11])([CH3:12])[CH3:13])[CH2:2][CH2:3][N:4]([S:14](=[O:15])(=[O:16])[CH2:21][C:20]([F:19])([F:22])[F:23])[CH2:5][CH2:6]1. Reaction SMILES: [C:5](=[O:6])([OH:7])[c:8]1[cH:9][cH:10][c:11]([CH:12]=[O:13])[cH:14][cH:15]1.[CH2:16]([CH3:17])[NH:18][CH3:19].[CH3:20][N:21]([CH3:22])[CH:23]=[O:24].[Cl:25][CH2:26][Cl:27].[S:1]([Cl:2])([Cl:3])=[O:4]>>[C:5](=[O:7])([c:8]1[cH:9][cH:10][c:11]([CH:12]=[O:13])[cH:14][cH:15]1)[N:18]([CH2:16][CH3:17])[CH3:19]. The product is CCN(C)C(=O)c1ccc(C=O)cc1. Starting materials: O=Cc1ccc(C(=O)O)cc1, CCNC, CN(C)C=O, ClCCl, O=S(Cl)Cl. Reactants: CC(C)CC(=O)[O-], CCC1CC2C3CCC4=CC(=O)CCC4C3CCC2(C)C1OC(=O)CBr, CC(C)=O, [Na+], CN(C)C=O, O. Product: CCC1CC2C3CCC4=CC(=O)CCC4C3CCC2(C)C1OC(=O)COC(=O)CC(C)C. RXN SMILES: [C:1]([CH2:2][CH:3]([CH3:4])[CH3:5])(=[O:6])[O-:7].[CH2:9]([CH3:10])[CH:11]1[CH:12]([O:30][C:31]([CH2:32][Br:33])=[O:34])[C:13]2([CH3:14])[CH:15]([CH2:16]1)[CH:17]1[CH2:18][CH2:19][C:20]3=[CH:21][C:22](=[O:29])[CH2:23][CH2:24][CH:25]3[CH:26]1[CH2:27][CH2:28]2.[CH3:41][C:42](=[O:43])[CH3:44].[Na+:8].[O:35]=[CH:36][N:37]([CH3:38])[CH3:39].[OH2:40]>>[C:1]([CH2:2][CH:3]([CH3:4])[CH3:5])([O:6][CH2:32][C:31]([O:30][CH:12]1[CH:11]([CH2:9][CH3:10])[CH2:16][CH:15]2[C:13]1([CH3:14])[CH2:28][CH2:27][CH:26]1[CH:17]2[CH2:18][CH2:19][C:20]2=[CH:21][C:22](=[O:29])[CH2:23][CH2:24][CH:25]21)=[O:34])=[O:7]. Yields the product O=Cc1cn(CC(=O)O)c2ccccc12. Starting materials: CCOC(=O)Cn1cc(C=O)c2ccccc21, C1COCCO1, [Na+], [OH-], O. As a reaction SMILES: [CH2:1]([CH3:2])[O:3][C:4]([CH2:5][n:6]1[cH:7][c:8]([CH:15]=[O:16])[c:9]2[cH:10][cH:11][cH:12][cH:13][c:14]12)=[O:17].[CH2:21]1[O:22][CH2:23][CH2:24][O:25][CH2:26]1.[Na+:19].[OH-:18].[OH2:20]>>[O:3]=[C:4]([CH2:5][n:6]1[cH:7][c:8]([CH:15]=[O:16])[c:9]2[cH:10][cH:11][cH:12][cH:13][c:14]12)[OH:17]. The solvent is C(C)O (ethanol). Reported procedure: Phenyl (2-trifluoromethylphenyl)carbamate (12.1 g) was dissolved in ethanol (150 mL). Hydrazine monohydrate (16.7 mL) was added and the mixture was heated under reflux for 2.25 hours. The reaction solution was concentrated under reduced pressure and the residue was purified by silica gel column chromatography to obtain the title compound (7.5 g). Reactants: FC(C1=C(C=CC=C1)NC(OC1=CC=CC=C1)=O)(F)F (Phenyl (2-trifluoromethylphenyl)carbamate), O.NN (Hydrazine monohydrate). Yields the product FC(C1=C(C=CC=C1)NC(=O)NN)(F)F ((2-trifluoromethylphenyl)carbamic acid hydrazide). Reaction SMILES: [F:1][C:2]([F:20])([F:19])[C:3]1[CH:8]=[CH:7][CH:6]=[CH:5][C:4]=1[NH:9][C:10](=O)[O:11]C1C=CC=CC=1.O.[NH2:22][NH2:23]>C(O)C>[F:1][C:2]([F:20])([F:19])[C:3]1[CH:8]=[CH:7][CH:6]=[CH:5][C:4]=1[NH:9][C:10]([NH:22][NH2:23])=[O:11] |f:1.2|. Reactants: C(CCC)[Li] (n-butyllithium), O (water), C(C1=CC=CC=C1)N1C(=C(C=2C1=C(N=NC2)OCC2=CC=C(C=C2)F)Br)C (1-benzyl-3-bromo-7-(4-fluorobenzyloxy)-2-methylpyrrolo[2,3-d]pyridazine), CN(C=O)C (dimethylformamide). Run in CCCCCC (hexane), O1CCCC1 (tetrahydrofuran). Run at temperature -70 celsius, time 30 minute. Yields the product C(C1=CC=CC=C1)N1C(=C(C=2C1=C(N=NC2)OCC2=CC=C(C=C2)F)C=O)C (1-Benzyl-7-(4-fluorobenzyloxy)-3-formyl-2-methylpyrrolo[2,3-d]pyridazine). RXN SMILES: [CH2:1]([N:8]1[C:12]2=[C:13]([O:17][CH2:18][C:19]3[CH:24]=[CH:23][C:22]([F:25])=[CH:21][CH:20]=3)[N:14]=[N:15][CH:16]=[C:11]2[C:10](Br)=[C:9]1[CH3:27])[C:2]1[CH:7]=[CH:6][CH:5]=[CH:4][CH:3]=1.C([Li])CCC.CN(C)[CH:35]=[O:36].O>O1CCCC1.CCCCCC>[CH2:1]([N:8]1[C:12]2=[C:13]([O:17][CH2:18][C:19]3[CH:24]=[CH:23][C:22]([F:25])=[CH:21][CH:20]=3)[N:14]=[N:15][CH:16]=[C:11]2[C:10]([CH:35]=[O:36])=[C:9]1[CH3:27])[C:2]1[CH:7]=[CH:6][CH:5]=[CH:4][CH:3]=1. Procedure: A solution of 810 mg (1.9 mmol) of 1-benzyl-3-bromo-7-(4-fluorobenzyloxy)-2-methylpyrrolo[2,3-d]pyridazine in 30 ml of anhydrous tetrahydrofuran is cooled to -70° C. under argon and treated with 1.65 ml (2.7 mmol) of a 15% strength solution of n-butyllithium in hexane. The mixture is subsequently stirred at -70° C. for a further 30 min. After addition of 215 μl (2.7 mmol) of anhydrous dimethylformamide, the temperature is kept at -70° C. for a further 30 min and subsequently slowly increased to ... The reactants are C(C)(C)(C)OC(=O)N1C(=NC2=C1C=CC(=C2)F)C2=C(C=CC(=C2)Br)Cl (2-(5-Bromo-2-chloro-phenyl)-5-fluoro-benzoimidazole-1-carboxylic acid tert-butyl ester), C(C)OC(=O)C1CCNCC1 (piperidine-4-carboxylic acid ethyl ester), C([O-])([O-])=O.[Cs+].[Cs+] (cesium carbonate), C=1C=CC(=CC1)P(C=2C=CC=CC2)C3=CC=C4C=CC=CC4=C3C5=C6C=CC=CC6=CC=C5P(C=7C=CC=CC7)C=8C=CC=CC8 (BINAP). Reagents/catalysts: C(C)(=O)[O-].[Pd+2].C(C)(=O)[O-] (palladium acetate). Solvent: C1(=CC=CC=C1)C (toluene). Conditions: temperature 80 celsius, time 20 minute. The product is C(C)(C)(C)OC(=O)N1C(=NC2=C1C=CC(=C2)F)C2=C(C=CC(=C2)N2CCC(CC2)C(=O)OCC)Cl (2-[2-Chloro-5-(4-ethoxycarbonyl-piperidin-1-yl)-phenyl]-5-fluoro benzoimidazole-1-carboxylic acid tert-butyl ester). Yield: 68.0%. As a reaction SMILES: [C:1]([O:5][C:6]([N:8]1[C:12]2[CH:13]=[CH:14][C:15]([F:17])=[CH:16][C:11]=2[N:10]=[C:9]1[C:18]1[CH:23]=[C:22](Br)[CH:21]=[CH:20][C:19]=1[Cl:25])=[O:7])([CH3:4])([CH3:3])[CH3:2].[CH2:26]([O:28][C:29]([CH:31]1[CH2:36][CH2:35][NH:34][CH2:33][CH2:32]1)=[O:30])[CH3:27].C(=O)([O-])[O-].[Cs+].[Cs+].C1C=CC(P(C2C(C3C(P(C4C=CC=CC=4)C4C=CC=CC=4)=CC=C4C=3C=CC=C4)=C3C(C=CC=C3)=CC=2)C2C=CC=CC=2)=CC=1>C([O-])(=O)C.[Pd+2].C([O-])(=O)C.C1(C)C=CC=CC=1>[C:1]([O:5][C:6]([N:8]1[C:12]2[CH:13]=[CH:14][C:15]([F:17])=[CH:16][C:11]=2[N:10]=[C:9]1[C:18]1[CH:23]=[C:22]([N:34]2[CH2:35][CH2:36][CH:31]([C:29]([O:28][CH2:26][CH3:27])=[O:30])[CH2:32][CH2:33]2)[CH:21]=[CH:20][C:19]=1[Cl:25])=[O:7])([CH3:4])([CH3:3])[CH3:2] |f:2.3.4,6.7.8|. Reported procedure: Method 3,4—Step d 2-(5-Bromo-2-chloro-phenyl)-5-fluoro-benzoimidazole-1-carboxylic acid tert-butyl ester (1.04 g, 2.46 mmol), piperidine-4-carboxylic acid ethyl ester (0.49 mL, 3.19 mmol) and cesium carbonate (3.99 g, 12.29 mmol) were placed into a dry Schlenk tube under nitrogen. At the same time palladium acetate (0.11 g, 0.49 mmol), and BINAP (0.46 g, 0.74 mmol) were placed into a dry 7 mL vial under nitrogen. Then dry toluene (4 mL) was added and the mixture was stirred 20 minutes under nitr... Reactants: C=1(C(=CC=CC1)S(=O)(=O)O)C.N[C@@H]1C=CC[C@H]1O (trans-3-amino-4-hydroxycyclopentene toluenesulfonate), trans-4-hydroxy-3-phthalido-cyclopentene, O1CCCC1 (tetrahydrofuran), COC(=O)C1=C(C(=O)Cl)C=CC=C1 (o-methoxycarbonylbenzoylchloride). The solvent is C(C)N(CC)CC (triethylamine). Yields the product O[C@H]1[C@@H](C=CC1)N1C(C=2C(C1=O)=CC=CC2)=O (Trans-4-hydroxy-3-phthalimido-cyclopentene). RXN SMILES: C1(C)C(S(O)(=O)=O)=CC=CC=1.[NH2:12][C@H:13]1[C@H:17]([OH:18])[CH2:16][CH:15]=[CH:14]1.O1CCCC1.C[O:25][C:26]([C:28]1[CH:36]=[CH:35][CH:34]=[CH:33][C:29]=1[C:30](Cl)=[O:31])=O>C(N(CC)CC)C>[OH:18][C@@H:17]1[CH2:16][CH:15]=[CH:14][C@H:13]1[N:12]1[C:26](=[O:25])[C:28]2=[CH:36][CH:35]=[CH:34][CH:33]=[C:29]2[C:30]1=[O:31] |f:0.1|. Procedure details: A 31.3 g. (0.115 M) quantity of dl-trans-3-amino-4-hydroxycyclopentene toluenesulfonate is dissolved in 240 ml. of tetrahydrofuran and 47 ml. (0.46 M) of triethylamine. The resultant stirred solution is cooled to 5° and treated dropwise with 22.8 g. (0.115 M) of o-methoxycarbonylbenzoylchloride. The reaction is then allowed to warm to 25°. After 48 hours the reaction is partitioned between Ethyl acetate and water. The ethyl acetate layer is dried over magnesium sulfate and concentrated in vacuo ... The reactants are S(N)(=O)(=O)C1=C(C=CC=C1)CC(=O)OC (2-sulfamoylphenylacetic acid, methyl ester). The solvent is [OH-].[Na+] (sodium hydroxide). Product: S1NC(CC2=C1C=CC=C2)=O (2H-1,2-benzothiazin-3(4H)-one). The yield is 96.4%. RXN SMILES: [S:1]([C:5]1[CH:10]=[CH:9][CH:8]=[CH:7][C:6]=1[CH2:11][C:12]([O:14]C)=O)(=O)(=O)[NH2:2]>[OH-].[Na+]>[S:1]1[C:5]2[CH:10]=[CH:9][CH:8]=[CH:7][C:6]=2[CH2:11][C:12](=[O:14])[NH:2]1 |f:1.2|. Procedure details: A solution of 18 g of 2-sulfamoylphenylacetic acid, methyl ester, in 125 g of 10% aqueous sodium hydroxide was stirred at room temperature for 4 hours. The mixture was filtered and the filtrate acidified by the addition of concentrated hydrochloric acid with ice-water cooling. The resulting precipitate was collected by filtration, washed with water, and dried to afford 12.5 g of 2H-1,2-benzothiazin-3(4H)-one, 1,1-dioxide as an off-white powder, m.p. 190°-195° C. NMR (CDCl3 /DMSO-d6): δ 11.3 (1H,...